From a dataset of the Open Reaction Database (ORD), a public repository of structured organic reaction records. describe an organic reaction: reactants, conditions, products, and yield Reactants: N(=NC(=O)OCC)C(=O)OCC (diethyl azodicarboxylate), ClC1=CC(=C(C=C1)C=1CCN(CC1)C(=O)OC(C)(C)C)[C@@H](C)O (tert-butyl 4-{4-chloro-2-[(1R)-1-hydroxyethyl]phenyl}-3,6-dihydropyridine-1(2H)-carboxylate), C1(=CC=CC=C1)P(C1=CC=CC=C1)C1=CC=CC=C1 (triphenylphosphine), N1C=NC=C1 (imidazole). Reagents/catalysts: [Zn](N=[N+]=[N-])N=[N+]=[N-] (Zn(N3)2). Run in ClCCl (dichloromethane). Conditions: time 3 day. The product is ClC1=CC(=C(C=C1)C=1CCN(CC1)C(=O)OC(C)(C)C)[C@H](C)N=[N+]=[N-] (tert-butyl 4-{4-chloro-2-[(1S)-1-(azido)ethyl]phenyl}-3,6-dihydropyridine-1-carboxylate). As a reaction SMILES: [N:1](C(OCC)=O)=[N:2]C(OCC)=O.[Cl:13][C:14]1[CH:19]=[CH:18][C:17]([C:20]2[CH2:21][CH2:22][N:23]([C:26]([O:28][C:29]([CH3:32])([CH3:31])[CH3:30])=[O:27])[CH2:24][CH:25]=2)=[C:16]([C@H:33](O)[CH3:34])[CH:15]=1.C1(P(C2C=CC=CC=2)C2C=CC=CC=2)C=CC=CC=1.[NH:55]1C=CN=C1>ClCCl.[Zn](N=[N+]=[N-])N=[N+]=[N-]>[Cl:13][C:14]1[CH:19]=[CH:18][C:17]([C:20]2[CH2:21][CH2:22][N:23]([C:26]([O:28][C:29]([CH3:32])([CH3:31])[CH3:30])=[O:27])[CH2:24][CH:25]=2)=[C:16]([C@@H:33]([N:55]=[N+:1]=[N-:2])[CH3:34])[CH:15]=1. Procedure details: A solution of diethyl azodicarboxylate (49.6 mL, 0.315 mol) was added dropwise to a stirred mixture of tert-butyl 4-{4-chloro-2-[(1R)-1-hydroxyethyl]phenyl}-3,6-dihydropyridine-1(2H)-carboxylate (26.7 g, 78.9 mmol), Zn(N3)2.2Py (prepared according to: Viaud, M-C; Rollin, P. Synthesis 1990:130-131) (48.5 g, 0.158 mol), triphenylphosphine (82.7 g, 0.315 mol) and imidazole (21.5 g, 0.315 mol) in dichloromethane at approximately 0° C. After the addition, the resulting mixture was allowed to warm to ... The reactants are N([C@H](CC1=CNC2=CC=CC=C12)C(=O)N[C@H](CC1=CC=CC=C1)C(=O)O)C(=O)OCC1=CC=CC=C1 (Z-D-Trp-D-Phe), C(C)(=O)O (acetic acid), [H][H] (hydrogen). The reagents and catalysts are [Pd] (Pd/C). The product is N[C@H](CC1=CNC2=CC=CC=C12)C(=O)N[C@H](CC1=CC=CC=C1)C(=O)OC (H-D-Trp-D-Phe-OMe). Reaction SMILES: [NH:1](C(OCC1C=CC=CC=1)=O)[C@@H:2]([C:13]([NH:15][C@@H:16]([C:24]([OH:26])=[O:25])[CH2:17][C:18]1[CH:23]=[CH:22][CH:21]=[CH:20][CH:19]=1)=[O:14])[CH2:3][C:4]1[C:12]2[C:7](=[CH:8][CH:9]=[CH:10][CH:11]=2)[NH:6][CH:5]=1.[H][H].[C:39](O)(=O)C>[Pd]>[NH2:1][C@@H:2]([C:13]([NH:15][C@@H:16]([C:24]([O:26][CH3:39])=[O:25])[CH2:17][C:18]1[CH:23]=[CH:22][CH:21]=[CH:20][CH:19]=1)=[O:14])[CH2:3][C:4]1[C:12]2[C:7](=[CH:8][CH:9]=[CH:10][CH:11]=2)[NH:6][CH:5]=1. Procedure details: A mixture of Z-D-Trp-D-Phe-Ome (2.00 g, 4.0 mmoles, described in Example 6) and 5% Pd/C (0.25 g) in acetic acid is stirred rapidly under an atmosphere of hydrogen. After completion of hydrogen uptake a stream of nitrogen is passed through the mixture for 15 min, the catalyst is removed by filtration, and the acetic acid is removed under reduced pressure. The residue is taken into benzene, evaporated under reduced pressure (twice), and dried under reduced pressure over KOH pellets to give H-D-Trp... The reactants are [OH-].[Na+] (NaOH), FC1=C(C=CC=C1)C1=NOC2=C1C=CC(=C2I)O (3-(2-fluorophenyl)-6-hydroxy-7-iodo-1,2-benzisoxazole), C(=O)([O-])[O-].[K+].[K+] (K2CO3), BrCC(=O)OCC (ethyl bromoacetate). The solvent is O (H2O), CN(C)C=O (DMF), O (H2O). Run at temperature 90 celsius. The product is FC1=C(C=CC=C1)C1=NOC2=C1C=CC(=C2I)OCC(=O)O ({[3-(2-fluorophenyl)-7-iodo-1,2-benzisoxazol-6-yl]oxy}acetic acid). Reaction SMILES: [F:1][C:2]1[CH:7]=[CH:6][CH:5]=[CH:4][C:3]=1[C:8]1[C:12]2[CH:13]=[CH:14][C:15]([OH:18])=[C:16]([I:17])[C:11]=2[O:10][N:9]=1.C([O-])([O-])=O.[K+].[K+].Br[CH2:26][C:27]([O:29]CC)=[O:28].[OH-].[Na+]>CN(C=O)C.O>[F:1][C:2]1[CH:7]=[CH:6][CH:5]=[CH:4][C:3]=1[C:8]1[C:12]2[CH:13]=[CH:14][C:15]([O:18][CH2:26][C:27]([OH:29])=[O:28])=[C:16]([I:17])[C:11]=2[O:10][N:9]=1 |f:1.2.3,5.6|. Procedure details: 3-(2-fluorophenyl)-6-hydroxy-7-iodo-1,2-benzisoxazole (7.80 g) in 80 ml of DMF is treated at 60° C. with 6.6 g of K2CO3 and 7.9 g of ethyl bromoacetate. After one hour the temperature is increased to 90° C. and 80 ml of H2O and 8 ml of 50% NaOH are added. After an additional 30 minutes the mixture is poured into H2O and acidified and then extracted into ether, dried and evaporated to yield {[3-(2-fluorophenyl)-7-iodo-1,2-benzisoxazol-6-yl]oxy}acetic acid, mp 178°-180° C. Starting materials: NC1=C(C=C(C=N1)C1=CC(=C(C=C1)C(=O)N1CCOCC1)C)C=1N=NN(C1)C(C)C ([4-[6-amino-5-(1-isopropyltriazol-4-yl)-3-pyridyl]-2-methyl-phenyl]-morpholino-methanone), [BH4-].[Na+] (NaBH4), CO (MeOH). The solvent is O (water), C1CCOC1 (THF), C1CCOC1 (THF). Run at time 30 minute. Product: C(C)(C)N1N=NC(=C1)C=1C(=NC=C(C1)C1=CC(=C(C=C1)CN1CCOCC1)C)N (3-(1-Isopropyltriazol-4-yl)-5-[3-methyl-4-(morpholinomethyl)phenyl]pyridin-2-amine). Isolated yield 16.6%. Reaction SMILES: [NH2:1][C:2]1[N:7]=[CH:6][C:5]([C:8]2[CH:13]=[CH:12][C:11]([C:14]([N:16]3[CH2:21][CH2:20][O:19][CH2:18][CH2:17]3)=O)=[C:10]([CH3:22])[CH:9]=2)=[CH:4][C:3]=1[C:23]1[N:24]=[N:25][N:26]([CH:28]([CH3:30])[CH3:29])[CH:27]=1.[BH4-].[Na+].CO>C1COCC1.O>[CH:28]([N:26]1[CH:27]=[C:23]([C:3]2[C:2]([NH2:1])=[N:7][CH:6]=[C:5]([C:8]3[CH:13]=[CH:12][C:11]([CH2:14][N:16]4[CH2:17][CH2:18][O:19][CH2:20][CH2:21]4)=[C:10]([CH3:22])[CH:9]=3)[CH:4]=2)[N:24]=[N:25]1)([CH3:30])[CH3:29] |f:1.2|. Procedure: BF3Et2O in THF (47-49%) (0.87 mL, 2.46 mmol) was added to a solution of [4-[6-amino-5-(1-isopropyltriazol-4-yl)-3-pyridyl]-2-methyl-phenyl]-morpholino-methanone (200 mg, 0.46 mmol) in THF (10.0 mL) at 0° C. The reaction mixture was stirred for 30 min, NaBH4 (93.5 mg, 2.46 mmol) was added at 0° C., reaction mixture was slowly warmed to RT, stirred for 16 h. Reaction mixture was again cooled to 0° C., added MeOH (5.0 mL) and heated to 70° C. for 2 h. The reaction mixture was diluted with water (50... Reactants: FC(S(=O)(=O)[O-])(F)F.C[N+]1=C2C=CC=CC2=C(C2=CC=CC=C12)C(=O)OC1=CC=C(C=C1)O[Si](C)(C)C(C)(C)C (4-(tert-butyldimethylsilyloxy)phenyl 10-methylacridinium-9-carboxylate trifluoromethanesulfonate), [NH4+].[Cl-] (NH4Cl). The reagents and catalysts are [Zn] (Zn). Run in C(C)O (ethanol), ClCCl (dichloromethane). Yields the product CN1C=2C=CC=CC2C(C2=CC=CC=C12)C(=O)OC1=CC=C(C=C1)O (4-Hydroxyphenyl 10-methylacridan-9-carboxylate). Reaction SMILES: FC(F)(F)S([O-])(=O)=O.[CH3:9][N+:10]1[C:23]2[C:18](=[CH:19][CH:20]=[CH:21][CH:22]=2)[C:17]([C:24]([O:26][C:27]2[CH:32]=[CH:31][C:30]([O:33][Si](C(C)(C)C)(C)C)=[CH:29][CH:28]=2)=[O:25])=[C:16]2[C:11]=1[CH:12]=[CH:13][CH:14]=[CH:15]2.[NH4+].[Cl-]>C(O)C.ClCCl.[Zn]>[CH3:9][N:10]1[C:11]2[C:16](=[CH:15][CH:14]=[CH:13][CH:12]=2)[CH:17]([C:24]([O:26][C:27]2[CH:32]=[CH:31][C:30]([OH:33])=[CH:29][CH:28]=2)=[O:25])[C:18]2[CH:19]=[CH:20][CH:21]=[CH:22][C:23]1=2 |f:0.1,2.3|. Procedure: Into a 50 mL round bottom flask equipped with magnetic stirrer, reflux condenser and heating mantle under an argon atmosphere was charged a solution of 1.42 parts of the 4-(tert-butyldimethylsilyloxy)phenyl 10-methylacridinium-9-carboxylate trifluoromethanesulfonate in 200 mL of ethanol. Then 16 arts NH4Cl was added in five portions, followed by 19.3 parts of Zn in five portions to a hot yellow solutions causing immediate decolorization of the solution. The reaction mixture was refluxed for 2 hr... Starting materials: ClC1=CC=C(CN2C(=NC3=C2C=CC(=C3)F)CC(CCC#N)(C)C)C=C1 (5-[1-(4-chlorobenzyl)-5-fluorobenzimidazol-2-yl]-4,4-dimethylvaleronitrile), C(C)O (ethanol), [OH-].[Na+] (sodium hydroxide). The solvent is O (water), O (water). Product: ClC1=CC=C(CN2C(=NC3=C2C=CC(=C3)F)CC(CCC(=O)O)(C)C)C=C1 (5-[1-(4-chlorobenzyl)-5-fluorobenzimidazol-2-yl]-4,4-dimethylpentanoic acid). As a reaction SMILES: [Cl:1][C:2]1[CH:26]=[CH:25][C:5]([CH2:6][N:7]2[C:11]3[CH:12]=[CH:13][C:14]([F:16])=[CH:15][C:10]=3[N:9]=[C:8]2[CH2:17][C:18]([CH3:24])([CH3:23])[CH2:19]CC#N)=[CH:4][CH:3]=1.[CH2:27]([OH:29])[CH3:28].[OH-:30].[Na+]>O>[Cl:1][C:2]1[CH:26]=[CH:25][C:5]([CH2:6][N:7]2[C:11]3[CH:12]=[CH:13][C:14]([F:16])=[CH:15][C:10]=3[N:9]=[C:8]2[CH2:17][C:18]([CH3:24])([CH3:23])[CH2:19][CH2:28][C:27]([OH:30])=[O:29])=[CH:4][CH:3]=1 |f:2.3|. Reported procedure: 3 g of 5-[1-(4-chlorobenzyl)-5-fluorobenzimidazol-2-yl]-4,4-dimethylvaleronitrile, prepared in Example 157, are dissolved in a mixture composed of 30 ml of water and 30 ml of ethanol. 3 g of sodium hydroxide pellets are added and the mixture is refluxed for 15 hours. After cooling, 100 ml of water are added and the solution obtained is washed with ether. The aqueous phase is acidified by having sulfur dioxide bubbled through it and the crystals obtained are filtered off, washed with water and th... Starting materials: [Br-], O=C1CCc2c(Br)cccc21, C1CCOC1, [Mg+]c1cccc2ccccc12, c1ccccc1. Yields the product Brc1cccc2ccccc12. RXN SMILES: [Br-:1].[Br:13][c:14]1[cH:15][cH:16][cH:17][c:18]2[c:19]1[CH2:20][CH2:21][C:22]2=[O:23].[CH2:24]1[O:25][CH2:26][CH2:27][CH2:28]1.[c:2]1([Mg+:12])[cH:3][cH:4][cH:5][c:6]2[cH:7][cH:8][cH:9][cH:10][c:11]12.[cH:29]1[cH:30][cH:31][cH:32][cH:33][cH:34]1>>[c:2]1([Br:13])[cH:3][cH:4][cH:5][c:6]2[cH:7][cH:8][cH:9][cH:10][c:11]12. Starting materials: O=C([O-])O, CCC=CC=CCCCCCCCCCCO, CC(=O)OC(C)=O, [Na+], c1ccncc1. The product is CCC=CC=CCCCCCCCCCC=O. As a reaction SMILES: [C:31](=[O:32])([OH:33])[O-:34].[CH2:1]([CH2:2][CH2:3][CH2:4][CH2:5][CH2:6][CH2:7][CH2:8][CH2:9][CH2:10][CH:11]=[CH:12][CH:13]=[CH:14][CH2:15][CH3:16])[OH:17].[CH3:18][C:19]([O:20][C:21](=[O:22])[CH3:23])=[O:24].[Na+:35].[cH:25]1[cH:26][cH:27][n:28][cH:29][cH:30]1>>[CH:1]([CH2:2][CH2:3][CH2:4][CH2:5][CH2:6][CH2:7][CH2:8][CH2:9][CH2:10][CH:11]=[CH:12][CH:13]=[CH:14][CH2:15][CH3:16])=[O:17]. The reactants are ClC=1C(=NC=CN1)N1CCN(CC1)CC=1C=NN(C1)C1=CC=CC=C1 (3′-chloro-4-(1-phenyl-1H-pyrazol-4-ylmethyl)-3,4,5,6-tetrahydro-2H-[1,2′]bipyrazinyl), C(#N)CC1=CC=C(C=C1)B(O)O (4-(cyanomethyl)benzene boronic acid), C([O-])([O-])=O.[K+].[K+] (potassium carbonate), O (water), O (water). The reagents and catalysts are [Pd].C1(=CC=CC=C1)P(C1=CC=CC=C1)C1=CC=CC=C1.C1(=CC=CC=C1)P(C1=CC=CC=C1)C1=CC=CC=C1.C1(=CC=CC=C1)P(C1=CC=CC=C1)C1=CC=CC=C1.C1(=CC=CC=C1)P(C1=CC=CC=C1)C1=CC=CC=C1 (tetrakis(triphenylphosphine) palladium(0)). Run in CN(C(C)=O)C (N,N-dimethylacetamide). Product: Cl.C1(=CC=CC=C1)N1N=CC(=C1)CN1CCN(CC1)C1=NC=CN=C1C1=CC=C(C=C1)CC#N ({4-[4-(1-Phenyl-1H-pyrazol-4-ylmethyl)-3,4,5,6-tetrahydro-2H-[1,2′]bipyrazinyl-3′-yl]-phenyl}-acetonitrile hydrochloride). Yield: 57.6%. As a reaction SMILES: [Cl:1][C:2]1[C:3]([N:8]2[CH2:13][CH2:12][N:11]([CH2:14][C:15]3[CH:16]=[N:17][N:18]([C:20]4[CH:25]=[CH:24][CH:23]=[CH:22][CH:21]=4)[CH:19]=3)[CH2:10][CH2:9]2)=[N:4][CH:5]=[CH:6][N:7]=1.[C:26]([CH2:28][C:29]1[CH:34]=[CH:33][C:32](B(O)O)=[CH:31][CH:30]=1)#[N:27].C(=O)([O-])[O-].[K+].[K+].O>CN(C)C(=O)C.[Pd].C1(P(C2C=CC=CC=2)C2C=CC=CC=2)C=CC=CC=1.C1(P(C2C=CC=CC=2)C2C=CC=CC=2)C=CC=CC=1.C1(P(C2C=CC=CC=2)C2C=CC=CC=2)C=CC=CC=1.C1(P(C2C=CC=CC=2)C2C=CC=CC=2)C=CC=CC=1>[ClH:1].[C:20]1([N:18]2[CH:19]=[C:15]([CH2:14][N:11]3[CH2:12][CH2:13][N:8]([C:3]4[C:2]([C:32]5[CH:33]=[CH:34][C:29]([CH2:28][C:26]#[N:27])=[CH:30][CH:31]=5)=[N:7][CH:6]=[CH:5][N:4]=4)[CH2:9][CH2:10]3)[CH:16]=[N:17]2)[CH:25]=[CH:24][CH:23]=[CH:22][CH:21]=1 |f:2.3.4,7.8.9.10.11,12.13|. Procedure: Stir together 3′-chloro-4-(1-phenyl-1H-pyrazol-4-ylmethyl)-3,4,5,6-tetrahydro-2H-[1,2′]bipyrazinyl (177 mg, 0.50 mmol), 4-(cyanomethyl)benzene boronic acid (97 mg, 0.60 mmol), potassium carbonate (166 mg, 1.20 mmol) and tetrakis(triphenylphosphine) palladium(0) (0.006 g, 0.003 mmol) and water (1 mL), in N,N-dimethylacetamide (2 mL) at room temperature under nitrogen, then heat at 120° C. for 3 hr. Cool to room temperature, add water (20 mL) and extract with DCM (3×20 mL). Pass the combined DCM e...